This data is from the Open Reaction Database (ORD), a public repository of structured organic reaction records. The task is: describe an organic reaction: reactants, conditions, products, and yield Starting materials: CC(CCCC(C)C)C1CCC2C(CCCC12C)O (octahydro-1-(1,5-dimethylhexyl)-7a-methyl-4H-inden-4-ol), I(=O)(=O)(=O)[O-].[Na+] (sodium metaperiodate), C(Cl)(Cl)(Cl)Cl (carbon tetrachloride), P(=O)([O-])([O-])[O-].[K+].[K+].[K+].[OH-].[Na+] (potassium phosphate sodium hydroxide). The reagents and catalysts are O.[Ru](Cl)(Cl)Cl (ruthenium (III) chloride hydrate). Run in O (water), C(C)#N (acetonitrile), O (water). Conditions: temperature 45 celsius, time 68 hour. Yields the product hexanes EtOAc, CC(CCCC(C)C)C1CCC2C(CCCC12C)=O (octahydro-1-(1,5-dimethylhexyl)-7a-methyl-4H-inden-4-one). RXN SMILES: [CH3:1][CH:2]([CH:9]1[C:17]2([CH3:18])[CH:12]([CH:13]([OH:19])[CH2:14][CH2:15][CH2:16]2)[CH2:11][CH2:10]1)[CH2:3][CH2:4][CH2:5][CH:6]([CH3:8])[CH3:7].I([O-])(=O)(=O)=O.[Na+].C(Cl)(Cl)(Cl)Cl.P([O-])([O-])([O-])=O.[K+].[K+].[K+].[OH-].[Na+]>O.O.[Ru](Cl)(Cl)Cl.C(#N)C>[CH3:1][CH:2]([CH:9]1[C:17]2([CH3:18])[CH:12]([C:13](=[O:19])[CH2:14][CH2:15][CH2:16]2)[CH2:11][CH2:10]1)[CH2:3][CH2:4][CH2:5][CH:6]([CH3:7])[CH3:8] |f:1.2,4.5.6.7.8.9,11.12|. Procedure details: [1R-(1β(R*),3aα,7aβ)] octahydro-1-(1,5-dimethylhexyl)-7a-methyl-4H-inden-4-ol (2.66 g, 0.01 mol) (prepared as described in Inhoffen et al., F. Chem. Ber. 1957, 90.664), sodium metaperiodate (7.48 g), ruthenium (III) chloride hydrate (0.207 g, 10 mol %), carbon tetrachloride (40 ml), acetonitrile (40 ml) and pH 7.0 buffer (monobasic potassium phosphate-sodium hydroxide, 0.05M in water) (52 ml) were stirred vigorously by mechanical stirring for 68 hours at 45° C. After this period, 30 ml water was...